This data is from the Open Reaction Database (ORD), a public repository of structured organic reaction records. The task is: describe an organic reaction: reactants, conditions, products, and yield Starting materials: O.O.O.O.O.O.O.O.O.O.S(=O)(=O)([O-])[O-].[Na+].[Na+] (sodium sulfate decahydrate), CC1=C(N=C(O1)C1=CC=CC=C1)COC1=CC2=C(C(=C(O2)C(=O)OC)C2=CC=CC=C2)C=C1 (methyl 6-[(5-methyl-2-phenyl-1,3-oxazol-4-yl)methoxy]-3-phenyl-1-benzofuran-2-carboxylate), O1CCCC1 (tetrahydrofuran), [H-].C(C(C)C)[Al+]CC(C)C (diisobutylaluminum hydride). Solvent: C(C)(=O)OCC (ethyl acetate). Reaction conditions: temperature 0 celsius, time 2 hour. Yields the product CC1=C(N=C(O1)C1=CC=CC=C1)COC1=CC2=C(C(=C(O2)CO)C2=CC=CC=C2)C=C1 ({6-[(5-methyl-2-phenyl-1,3-oxazol-4-yl)methoxy]-3-phenyl-1-benzofuran-2-yl}methanol). The yield is 90.8%. As a reaction SMILES: [CH3:1][C:2]1[O:6][C:5]([C:7]2[CH:12]=[CH:11][CH:10]=[CH:9][CH:8]=2)=[N:4][C:3]=1[CH2:13][O:14][C:15]1[CH:33]=[CH:32][C:18]2[C:19]([C:26]3[CH:31]=[CH:30][CH:29]=[CH:28][CH:27]=3)=[C:20]([C:22](OC)=[O:23])[O:21][C:17]=2[CH:16]=1.O1CCCC1.[H-].C([Al+]CC(C)C)C(C)C.O.O.O.O.O.O.O.O.O.O.S([O-])([O-])(=O)=O.[Na+].[Na+]>C(OCC)(=O)C>[CH3:1][C:2]1[O:6][C:5]([C:7]2[CH:8]=[CH:9][CH:10]=[CH:11][CH:12]=2)=[N:4][C:3]=1[CH2:13][O:14][C:15]1[CH:33]=[CH:32][C:18]2[C:19]([C:26]3[CH:31]=[CH:30][CH:29]=[CH:28][CH:27]=3)=[C:20]([CH2:22][OH:23])[O:21][C:17]=2[CH:16]=1 |f:2.3,4.5.6.7.8.9.10.11.12.13.14.15.16|. Procedure details: To a mixture of methyl 6-[(5-methyl-2-phenyl-1,3-oxazol-4-yl)methoxy]-3-phenyl-1-benzofuran-2-carboxylate (32.70 g) and tetrahydrofuran (500 mL) was added dropwise diisobutylaluminum hydride (0.95M hexane solution, 235 mL) at 0° C. The reaction mixture was stirred at 0° C. for 2 hrs, sodium sulfate decahydrate (71.85 g) was added, and the mixture was stirred at room temperature for 30 min. The reaction mixture was diluted with ethyl acetate and the precipitate was filtered off. The filtrate was ... Reactants: [Ag+], CC(C)(C)c1cccc(C(C)(C)C)n1, OCCc1cccc(OC(F)(F)F)c1, O=S(=O)([O-])C(F)(F)F, CCOC(=O)CI. Product: CCOC(=O)COCCc1cccc(OC(F)(F)F)c1. As a reaction SMILES: [Ag+:44].[C:22]([c:23]1[cH:24][cH:25][cH:26][c:27]([C:28]([CH3:29])([CH3:30])[CH3:31])[n:32]1)([CH3:33])([CH3:34])[CH3:35].[F:1][C:2]([O:3][c:4]1[cH:5][c:6]([CH2:10][CH2:11][OH:12])[cH:7][cH:8][cH:9]1)([F:13])[F:14].[F:36][C:37]([F:38])([F:39])[S:40]([O-:41])(=[O:42])=[O:43].[I:15][CH2:16][C:17](=[O:18])[O:19][CH2:20][CH3:21]>>[F:1][C:2]([O:3][c:4]1[cH:5][c:6]([CH2:10][CH2:11][O:12][CH2:16][C:17](=[O:18])[O:19][CH2:20][CH3:21])[cH:7][cH:8][cH:9]1)([F:13])[F:14]. Starting materials: [N+](=O)(O)[O-].[N+](=O)([O-])C1=CC2=C(CCNCC2)C=C1 (7-Nitro-2,3,4,5-tetrahydro-1H-benzo[d]azepine nitric acid salt), C([O-])([O-])=O (carbonate), FC([C@H]1OC1)(F)F ((S)-2-trifluoromethyl-oxirane). Solvent: C1CCOC1 (THF). Run at temperature 50 celsius, time 1 hour. The product is FC([C@H](CN1CCC2=C(CC1)C=C(C=C2)[N+](=O)[O-])O)(F)F ((S)-1,1,1-trifluoro-3-(7-nitro-1,2,4,5-tetrahydro-benzo[d]azepin-3-yl)-propan-2-ol). Yield: 94.7%. RXN SMILES: [N+]([O-])(O)=O.[N+:5]([C:8]1[CH:18]=[CH:17][C:11]2[CH2:12][CH2:13][NH:14][CH2:15][CH2:16][C:10]=2[CH:9]=1)([O-:7])=[O:6].C(=O)([O-])[O-].[F:23][C:24]([F:29])([F:28])[C@@H:25]1[CH2:27][O:26]1>C1COCC1>[F:23][C:24]([F:29])([F:28])[C@@H:25]([OH:26])[CH2:27][N:14]1[CH2:15][CH2:16][C:10]2[CH:9]=[C:8]([N+:5]([O-:7])=[O:6])[CH:18]=[CH:17][C:11]=2[CH2:12][CH2:13]1 |f:0.1|. Procedure: 7-Nitro-2,3,4,5-tetrahydro-1H-benzo[d]azepine nitric acid salt (2.01 g, 7.88 mmol, 1.0 eq), was placed in THF (100 mL) and MP-carbonate (7.1 g) was added. The reaction was stirred in a sealable vessel for 1 hour and then (S)-2-trifluoromethyl-oxirane (1.30 g, 11.59 mmol, 1.00 mL, 1.47 eq) was added. The reaction vessel was sealed, stirred at room temperature for 1 hour, and then heated at 50° C. overnight. The reaction was then cooled to room temperature and filtered. The resin was washed with C...